Dataset: the Open Reaction Database (ORD), a public repository of structured organic reaction records. Task: describe an organic reaction: reactants, conditions, products, and yield Reactants: BrC1=C(C=CC=C1)CCC(=O)N(NC(C1=CC=CC=C1)=O)C(C)C (benzoic acid N′-[3-(2-bromo-phenyl)-propionyl]-N′-isopropyl-hydrazide), C(=O)([O-])[O-].[Na+].[Na+] (Na2CO3), COC1=C(C=CC=C1)B(O)O (2-methoxy-phenylboronic acid), Pd[PPh3]4. The solvent is COCCOC (DME). Yields the product C(C)(C)N(NC(C1=CC=CC=C1)=O)C(CCC1=C(C=CC=C1)C1=C(C=CC=C1)OC)=O (Benzoic acid N′-isopropyl-N′-[3-(2′-methoxy-biphenyl-2-yl)-propionyl]-hydrazide). Yield: 38.8%. As a reaction SMILES: Br[C:2]1[CH:7]=[CH:6][CH:5]=[CH:4][C:3]=1[CH2:8][CH2:9][C:10]([N:12]([CH:22]([CH3:24])[CH3:23])[NH:13][C:14](=[O:21])[C:15]1[CH:20]=[CH:19][CH:18]=[CH:17][CH:16]=1)=[O:11].C([O-])([O-])=O.[Na+].[Na+].[CH3:31][O:32][C:33]1[CH:38]=[CH:37][CH:36]=[CH:35][C:34]=1B(O)O>COCCOC>[CH:22]([N:12]([C:10](=[O:11])[CH2:9][CH2:8][C:3]1[CH:4]=[CH:5][CH:6]=[CH:7][C:2]=1[C:34]1[CH:35]=[CH:36][CH:37]=[CH:38][C:33]=1[O:32][CH3:31])[NH:13][C:14](=[O:21])[C:15]1[CH:20]=[CH:19][CH:18]=[CH:17][CH:16]=1)([CH3:24])[CH3:23] |f:1.2.3|. Procedure: A solution of benzoic acid N′-[3-(2-bromo-phenyl)-propionyl]-N′-isopropyl-hydrazide (50 mg, 0.13 mmol) in DME (4 ml)/2M Na2CO3 (225 μL, 0.45 mmol) was treated with 2-methoxy-phenylboronic acid (29 mg, 0.19 mmol) and Pd[PPh3]4 (15 mg, 0.013 mmol) for 18 hours at 90° C. The reaction mixture was partitioned between water and dichloromethane. The organic layer was washed with brine, dried over sodium sulfate, filtered, and concentrated. The crude was absorbed on silica and purified on a silica gel c...